Dataset: the Open Reaction Database (ORD), a public repository of structured organic reaction records. Task: describe an organic reaction: reactants, conditions, products, and yield The reactants are B, CSC, CO, C1CCOC1, O=C(O)CCc1nc(-c2ccccc2)no1. Product: O=CCCc1nc(-c2ccccc2)no1. As a reaction SMILES: [BH3:4].[CH3:1][S:2][CH3:3].[CH3:21][OH:22].[O:23]1[CH2:24][CH2:25][CH2:26][CH2:27]1.[c:5]1(-[c:11]2[n:12][o:13][c:14]([CH2:16][CH2:17][C:18](=[O:19])[OH:20])[n:15]2)[cH:6][cH:7][cH:8][cH:9][cH:10]1>>[c:5]1(-[c:11]2[n:12][o:13][c:14]([CH2:16][CH2:17][CH:18]=[O:19])[n:15]2)[cH:6][cH:7][cH:8][cH:9][cH:10]1. The product is [N+](=O)([O-])C1=C(C=CC(=C1)[N+](=O)[O-])NC1=CC=C(C=C1)OC ((2,4-Dinitrophenyl) (4-methoxyphenyl)amine). Run in CN(C=O)C (N,N-dimethylformamide). Procedure: 1.43 g of 4-(2,4-dinitroanilino)phenol, 500 mg of potassium carbonate and 0.32 ml of methyl iodide were stirred in 5 ml of N,N-dimethylformamide for 2 days at 20° C. The mixture was poured onto water, extracted three times with ethyl acetate, the extracts were dried on sodium sulfate, concentrated by evaporation in a vacuum, and the residue was chromatographed on silica gel. Reaction SMILES: [N+:1]([C:4]1[CH:17]=[C:16]([N+:18]([O-:20])=[O:19])[CH:15]=[CH:14][C:5]=1[NH:6][C:7]1[CH:12]=[CH:11][C:10]([OH:13])=[CH:9][CH:8]=1)([O-:3])=[O:2].[C:21](=O)([O-])[O-].[K+].[K+].CI>CN(C)C=O>[N+:1]([C:4]1[CH:17]=[C:16]([N+:18]([O-:20])=[O:19])[CH:15]=[CH:14][C:5]=1[NH:6][C:7]1[CH:12]=[CH:11][C:10]([O:13][CH3:21])=[CH:9][CH:8]=1)([O-:3])=[O:2] |f:1.2.3|. The reactants are [N+](=O)([O-])C1=C(NC2=CC=C(C=C2)O)C=CC(=C1)[N+](=O)[O-] (4-(2,4-dinitroanilino)phenol), C([O-])([O-])=O.[K+].[K+] (potassium carbonate), CI (methyl iodide). Starting materials: C(N)(OC(C)(C)C)=O (t-Butyl carbamate), COC(=O)C1=CC=C(C=C1)[C@H](C)NC(=O)C1(CC2(CC2)CCN1C(=O)OC(C)(C)C)C (tert-butyl 5-(((S)-1-(4-(methoxycarbonyl)phenyl)ethyl)carbamoyl)-5-methyl-6-azaspiro[2.5]octane-6-carboxylate). Product: CC1(CC2(CC2)CCN1)C(=O)N[C@@H](C)C1=CC=C(C(=O)OC)C=C1 (methyl 4-((1S)-1-(5-methyl-6-azaspiro[2.5]octane-5-carboxamido)ethyl)benzoate). Isolated yield 99.0%. As a reaction SMILES: C(=O)(OC(C)(C)C)N.[CH3:9][O:10][C:11]([C:13]1[CH:18]=[CH:17][C:16]([C@@H:19]([NH:21][C:22]([C:24]2([CH3:39])[N:31](C(OC(C)(C)C)=O)[CH2:30][CH2:29][C:26]3([CH2:28][CH2:27]3)[CH2:25]2)=[O:23])[CH3:20])=[CH:15][CH:14]=1)=[O:12]>>[CH3:39][C:24]1([C:22]([NH:21][C@H:19]([C:16]2[CH:15]=[CH:14][C:13]([C:11]([O:10][CH3:9])=[O:12])=[CH:18][CH:17]=2)[CH3:20])=[O:23])[NH:31][CH2:30][CH2:29][C:26]2([CH2:27][CH2:28]2)[CH2:25]1. Procedure details: The title compound (D92) (19 mg) was prepared according to the general procedure for t-Butyl carbamate (Boc) cleavage starting from tert-butyl 5-(((S)-1-(4-(methoxycarbonyl)phenyl)ethyl)carbamoyl)-5-methyl-6-azaspiro[2.5]octane-6-carboxylate (D57) (25 mg) Starting materials: CO (methanol), [OH-].[Na+] (sodium hydroxide), C(C1=CC=CC=C1)OC1=NC=CN=C1C(CC)NC1=CC=C(C(=O)OCC)C=C1 (Ethyl 4-(1-(2-benzyloxypyrazin-3-yl)prop-1-ylamino)benzoate). The solvent is C1CCOC1 (THF). Yields the product C(C1=CC=CC=C1)OC1=NC=CN=C1C(CC)NC1=C(C(=O)O)C=CC=C1 (1-(2-benzyloxypyrazin-3-yl)prop-1-ylamino benzoic acid). Reaction SMILES: [CH2:1]([O:8][C:9]1[C:14]([CH:15]([NH:18][C:19]2[CH:29]=[CH:28][C:22](C(OCC)=O)=[CH:21][CH:20]=2)[CH2:16][CH3:17])=[N:13][CH:12]=[CH:11][N:10]=1)[C:2]1[CH:7]=[CH:6][CH:5]=[CH:4][CH:3]=1.[CH3:30][OH:31].[OH-:32].[Na+]>C1COCC1>[CH2:1]([O:8][C:9]1[C:14]([CH:15]([NH:18][C:19]2[CH:29]=[CH:28][CH:22]=[CH:21][C:20]=2[C:30]([OH:32])=[O:31])[CH2:16][CH3:17])=[N:13][CH:12]=[CH:11][N:10]=1)[C:2]1[CH:3]=[CH:4][CH:5]=[CH:6][CH:7]=1 |f:2.3|. Procedure: Ethyl 4-(1-(2-benzyloxypyrazin-3-yl)prop-1-ylamino)benzoate (229 mg) was dissolved in THF (7 mL) and methanol (7 mL) and sodium hydroxide solution added (1.5 mL, 2M). The mixture was stirred for seventeen hours at ambient temperature, then heated at reflux for 2 hours, allowed to cool to ambient temperature and then the solvents evaporated off. The resulting foam was dissolved in water (25 mL) and extracted with ethyl acetate (2×20 mL) the aqueous phase was then adjusted to pH 4-5 with glacial a... The reactants are COC1=C(C=CC(=N1)/C=C/C1=NN2C(C(CCC2)(O)C2=C(C=CC=C2)C(F)(F)F)=N1)N1C=NC(=C1)C (2-{(E)-2-[6-Methoxy-5-(4-methyl-1H-imidazol-1-yl)pyridin-2-yl]vinyl}-8-(2-trifluoromethylphenyl)-5,6,7,8-tetrahydro-[1,2,4]triazolo[1,5-a]pyridin-8-ol), C(C)N(CC)S(F)(F)F (Diethylaminosulfur trifluoride), C(C)N(CC)S(F)(F)F (diethylaminosulfur trifluoride), C(C)(=O)OCC (Ethyl acetate), O (water). Run in ClCCl (dichloromethane). Reaction conditions: time 3 hour. Product: COC1=C(C=CC(=N1)/C=C/C1=NN2C(C(=CCC2)C2=C(C=CC=C2)C(F)(F)F)=N1)N1C=NC(=C1)C (2-{(E)-2-[6-methoxy-5-(4-methyl-1H-imidazol-1-yl)pyridin-2-yl]vinyl}-8-(2-trifluoromethylphenyl)-5,6-dihydro[1,2,4]triazolo[1,5-a]pyridine). The yield is 37.1%. Reaction SMILES: [CH3:1][O:2][C:3]1[N:8]=[C:7](/[CH:9]=[CH:10]/[C:11]2[N:30]=[C:14]3[C:15]([C:20]4[CH:25]=[CH:24][CH:23]=[CH:22][C:21]=4[C:26]([F:29])([F:28])[F:27])(O)[CH2:16][CH2:17][CH2:18][N:13]3[N:12]=2)[CH:6]=[CH:5][C:4]=1[N:31]1[CH:35]=[C:34]([CH3:36])[N:33]=[CH:32]1.C(N(S(F)(F)F)CC)C.C(OCC)(=O)C.O>ClCCl>[CH3:1][O:2][C:3]1[N:8]=[C:7](/[CH:9]=[CH:10]/[C:11]2[N:30]=[C:14]3[C:15]([C:20]4[CH:25]=[CH:24][CH:23]=[CH:22][C:21]=4[C:26]([F:29])([F:28])[F:27])=[CH:16][CH2:17][CH2:18][N:13]3[N:12]=2)[CH:6]=[CH:5][C:4]=1[N:31]1[CH:35]=[C:34]([CH3:36])[N:33]=[CH:32]1. Procedure: 2-{(E)-2-[6-Methoxy-5-(4-methyl-1H-imidazol-1-yl)pyridin-2-yl]vinyl}-8-(2-trifluoromethylphenyl)-5,6,7,8-tetrahydro-[1,2,4]triazolo[1,5-a]pyridin-8-ol (56 mg) was dissolved in dichloromethane (2 ml). Diethylaminosulfur trifluoride (45 ul) was added under ice-cooling, and the reaction solution was stirred at room temperature for three hours. Thereafter, diethylaminosulfur trifluoride (45 ul) was added again at room temperature, and the reaction solution was further stirred at room temperature ove... Starting materials: [OH-].[K+] (potassium hydroxide), O (water), [C@@H]1([C@H](O)[C@@H](O)[C@@H](O)[C@H](O1)CO)C1=CC=C2C=C(C(OC2=C1)=O)C(=O)OCC (ethyl 7-β-galactosylcoumarin-3-carboxylate). Run in CO (methanol). The product is [C@@H]1([C@H](O)[C@@H](O)[C@@H](O)[C@H](O1)CO)C1=CC=C2C=C(C(OC2=C1)=O)C(=O)O (7-β-galactosylcoumarin-3-carboxylic acid). Yield: 97.3%. As a reaction SMILES: [OH-].[K+].O.[C@@H:4]1([C:15]2[CH:24]=[C:23]3[C:18]([CH:19]=[C:20]([C:26]([O:28]CC)=[O:27])[C:21](=[O:25])[O:22]3)=[CH:17][CH:16]=2)[O:12][C@H:11]([CH2:13][OH:14])[C@H:9]([OH:10])[C@H:7]([OH:8])[C@H:5]1[OH:6]>CO>[C@@H:4]1([C:15]2[CH:24]=[C:23]3[C:18]([CH:19]=[C:20]([C:26]([OH:28])=[O:27])[C:21](=[O:25])[O:22]3)=[CH:17][CH:16]=2)[O:12][C@H:11]([CH2:13][OH:14])[C@H:9]([OH:10])[C@H:7]([OH:8])[C@H:5]1[OH:6] |f:0.1|. Procedure: A mixture of 24 g of potassium hydroxide, 80 ml of water, 240 ml of methanol, and 20 g (0.035 mol) of ethyl 7-β-galactosylcoumarin-3-carboxylate [Burd et al, Clin. Chem.] was prepared. The methanol was removed under reduced pressure. The concentrated aqueous solution was acidified to pH 2.6 with concentrated hydrochloric acid. The white precipitate was collected, washed with cold water, and recrystallized from hot water. The crystals were collected, washed with acetone, and dried at 80° C. for 1...